Dataset: the Open Reaction Database (ORD), a public repository of structured organic reaction records. Task: describe an organic reaction: reactants, conditions, products, and yield Starting materials: O=C=C1C=C(CCCS[NH-])C=CC1=C=O (2-(3,4-dioxomethylenebenzyl)ethylthioamide), ClCC(=O)CCl (1,3-dichloroacetone), CN(C)C=O (DMF), ice water. Conditions: temperature 60 celsius. Product: O=C=C1C=C(CCC=2SC=C(N2)CCl)C=CC1=C=O (2-[(3,4-dioxomethylenebenzyl)methyl]-4-(chloromethyl)thiazole). Isolated yield 78.0%. Reaction SMILES: [O:1]=[C:2]=[C:3]1[C:13](=[C:14]=[O:15])[CH:12]=[CH:11][C:5]([CH2:6][CH2:7][CH2:8][S:9][NH-])=[CH:4]1.[Cl:16][CH2:17][C:18]([CH2:20]Cl)=O.C[N:23](C=O)C>>[O:1]=[C:2]=[C:3]1[C:13](=[C:14]=[O:15])[CH:12]=[CH:11][C:5]([CH2:6][CH2:7][C:8]2[S:9][CH:20]=[C:18]([CH2:17][Cl:16])[N:23]=2)=[CH:4]1. Reported procedure: 19.5 g 2-(3,4-dioxomethylenebenzyl)ethylthioamide (0.1 mol) was dissolved in 100 mL DMF, to which 12.6 g 1,3-dichloroacetone (0.1 mol) was added at room temperature. The reaction solution was heated at 60° C. for 3 hours, and then poured into ice water to isolate a solid. After sucking filtration and drying, 20.8 g off-white solid was obtained. Yield: 78%, MS: 268 (M+1). Starting materials: CC#CCn1c(Br)nc2cnn(Cc3nc(C)c4ccccc4n3)c(=O)c21, CS(C)=O, CC(C)(C)OC(=O)NC1CCCNC1, CC(C)(C)OC(=O)NC1CCCNC1, [Na+], [Na+], O=C([O-])[O-], O. The product is CC#CCn1c(N2CCCC(NC(=O)OC(C)(C)C)C2)nc2cnn(Cc3nc(C)c4ccccc4n3)c(=O)c21. RXN SMILES: [Br:1][c:2]1[n:3]([CH2:24][C:25]#[C:26][CH3:27])[c:4]2[c:5]([cH:6][n:7][n:8]([CH2:11][c:12]3[n:13][c:14]4[cH:15][cH:16][cH:17][cH:18][c:19]4[c:20]([CH3:22])[n:21]3)[c:9]2=[O:10])[n:23]1.[CH3:62][S:63]([CH3:64])=[O:65].[NH:28]1[CH2:29][CH:30]([NH:34][C:35]([O:36][C:37]([CH3:38])([CH3:39])[CH3:40])=[O:41])[CH2:31][CH2:32][CH2:33]1.[NH:48]1[CH2:49][CH2:50][CH2:51][CH:52]([NH:53][C:54](=[O:55])[O:56][C:57]([CH3:58])([CH3:59])[CH3:60])[CH2:61]1.[Na+:42].[Na+:43].[O-:44][C:45](=[O:46])[O-:47].[OH2:66]>>[c:2]1([N:28]2[CH2:29][CH:30]([NH:34][C:35]([O:36][C:37]([CH3:38])([CH3:39])[CH3:40])=[O:41])[CH2:31][CH2:32][CH2:33]2)[n:3]([CH2:24][C:25]#[C:26][CH3:27])[c:4]2[c:5]([cH:6][n:7][n:8]([CH2:11][c:12]3[n:13][c:14]4[cH:15][cH:16][cH:17][cH:18][c:19]4[c:20]([CH3:22])[n:21]3)[c:9]2=[O:10])[n:23]1. Starting materials: ClC1=CC=C(C(=O)C#N)C=C1 (4-chlorobenzoylcyanide), CN1C(=CC(=C1)C)CC(=O)OCC (ethyl 1,4-dimethylpyrrole-2-acetate). Product: ClC1=CC=C(C(=O)C2=C(C=C(N2C)CC(=O)OCC)C)C=C1 (ethyl 5-(4-chlorobenzoyl)-1,4-dimethylpyrrole-2-acetate). Yield: 28.0%. As a reaction SMILES: [Cl:1][C:2]1[CH:11]=[CH:10][C:5]([C:6](C#N)=[O:7])=[CH:4][CH:3]=1.[CH3:12][N:13]1[CH:17]=[C:16]([CH3:18])[CH:15]=[C:14]1[CH2:19][C:20]([O:22][CH2:23][CH3:24])=[O:21]>>[Cl:1][C:2]1[CH:11]=[CH:10][C:5]([C:6]([C:17]2[N:13]([CH3:12])[C:14]([CH2:19][C:20]([O:22][CH2:23][CH3:24])=[O:21])=[CH:15][C:16]=2[CH3:18])=[O:7])=[CH:4][CH:3]=1. Procedure: A 1.50 g (0.0090 mole) sample of 4-chlorobenzoylcyanide was added over a one-hour period to 1.50 g (0.0082 mole) of ethyl 1,4-dimethylpyrrole-2-acetate at 120°-130° through which nitrogen was slowly bubbled. The mixture was heated for 27 hours. The resulting oil was chromatographed on silica gel with successive elution with hexane and 1,1,1-trichloroethane. The solvent was evaporated in vacuo from compound-bearing fractions. The residue was chromatographed through a Waters Associates, Prep LC, S... Reactants: O=C([O-])O, Cn1nc(Oc2ccc([N+](=O)[O-])c(N)c2)cc1C(F)(F)F, CCO, CCCCCC, [Na+], [Na+], [Na+], O, O=S([O-])S(=O)[O-]. Yields the product Cn1nc(Oc2ccc(N)c(N)c2)cc1C(F)(F)F. RXN SMILES: [C:31](=[O:32])([OH:33])[O-:34].[CH3:1][n:2]1[n:3][c:4]([O:11][c:12]2[cH:13][cH:14][c:15]([N+:19]([O-:20])=[O:21])[c:16]([NH2:17])[cH:18]2)[cH:5][c:6]1[C:7]([F:8])([F:9])[F:10].[CH3:36][CH2:37][OH:38].[CH3:39][CH2:40][CH2:41][CH2:42][CH2:43][CH3:44].[Na+:28].[Na+:29].[Na+:35].[OH2:30].[S:22]([S:23]([O-:24])=[O:25])([O-:26])=[O:27]>>[CH3:1][n:2]1[n:3][c:4]([O:11][c:12]2[cH:13][cH:14][c:15]([NH2:19])[c:16]([NH2:17])[cH:18]2)[cH:5][c:6]1[C:7]([F:8])([F:9])[F:10]. The reactants are COc1cc([N+](=O)[O-])cc(C=O)c1O, O=c1cc(N2CCNCC2)nc[nH]1. Yields the product COc1cc([N+](=O)[O-])cc(CN2CCN(c3cc(=O)[nH]cn3)CC2)c1O. As a reaction SMILES: [CH3:14][O:15][c:16]1[c:17]([OH:27])[c:18]([CH:19]=[O:20])[cH:21][c:22]([N+:24](=[O:25])[O-:26])[cH:23]1.[N:1]1([c:7]2[cH:8][c:9](=[O:13])[nH:10][cH:11][n:12]2)[CH2:2][CH2:3][NH:4][CH2:5][CH2:6]1>>[N:1]1([c:7]2[cH:8][c:9](=[O:13])[nH:10][cH:11][n:12]2)[CH2:2][CH2:3][N:4]([CH2:19][c:18]2[c:17]([OH:27])[c:16]([O:15][CH3:14])[cH:23][c:22]([N+:24](=[O:25])[O-:26])[cH:21]2)[CH2:5][CH2:6]1. Reactants: Cc1cnccc1C(=O)O, Nc1cnc(OCC(F)(F)F)c(-c2ccc(Cl)cc2)c1. Product: Cc1cnccc1C(=O)Nc1cnc(OCC(F)(F)F)c(-c2ccc(Cl)cc2)c1. Reaction SMILES: [CH3:21][c:22]1[cH:23][n:24][cH:25][cH:26][c:27]1[C:28](=[O:29])[OH:30].[Cl:1][c:2]1[cH:3][cH:4][c:5](-[c:8]2[cH:9][c:10]([NH2:20])[cH:11][n:12][c:13]2[O:14][CH2:15][C:16]([F:17])([F:18])[F:19])[cH:6][cH:7]1>>[Cl:1][c:2]1[cH:3][cH:4][c:5](-[c:8]2[cH:9][c:10]([NH:20][C:28]([c:27]3[c:22]([CH3:21])[cH:23][n:24][cH:25][cH:26]3)=[O:29])[cH:11][n:12][c:13]2[O:14][CH2:15][C:16]([F:17])([F:18])[F:19])[cH:6][cH:7]1.